This data is from the Open Reaction Database (ORD), a public repository of structured organic reaction records. The task is: describe an organic reaction: reactants, conditions, products, and yield The reactants are BrC=1C(=NC=CC1)F (3-bromo-2-fluoropyridine), C1(C=CCCC1)=O (2-cyclohexen-1-one), C1(CCCCC1)CNCC1CCCCC1 (N,N-dicyclohexylmethylamine). Reagents/catalysts: CC(C)([P](C(C)(C)C)([Pd][P](C(C)(C)C)(C(C)(C)C)C(C)(C)C)C(C)(C)C)C (bis(tri-t-butylphosphine)palladium). Solvent: O1CCOCC1 (dioxane). Product: FC1=NC=CC=C1C1=CC(CCC1)=O (3-(2-fluoropyridin-3-yl)cyclohex-2-enone). Reaction SMILES: Br[C:2]1[C:3]([F:8])=[N:4][CH:5]=[CH:6][CH:7]=1.[C:9]1(=[O:15])[CH2:14][CH2:13][CH2:12][CH:11]=[CH:10]1.C1(CNCC2CCCCC2)CCCCC1>O1CCOCC1.CC(C)([P](C(C)(C)C)([Pd][P](C(C)(C)C)(C(C)(C)C)C(C)(C)C)C(C)(C)C)C>[F:8][C:3]1[C:2]([C:11]2[CH2:12][CH2:13][CH2:14][C:9](=[O:15])[CH:10]=2)=[CH:7][CH:6]=[CH:5][N:4]=1 |^1:39,45|. Procedure details: A solution of 3-bromo-2-fluoropyridine (11 g, 62.5 mmol), 2-cyclohexen-1-one (24.03 g, 250 mmol), N,N-dicyclohexylmethylamine (30.5 g, 156 mmol) and bis(tri-t-butylphosphine)palladium (o) (0.958 g, 1.875 mmol) in dioxane (80 mL) was heated to 105° C. for 6 h. The mixture was cooled to RT and the dioxane was evaporated under reduced pressure. Water (200 ml) was added and the mixture layer was extracted with EtOAc (2×200 ml). The combined organic layers were washed with brine and dried over sodium... Reactants: COC1=NC2=NC=CC=C2C=C1C(=O)OC (Methyl 2-methoxy-1,8-naphthyridine-3-carboxylate), [OH-].[Na+] (NaOH). Run in CO (MeOH). Run at time 18 hour. The product is COC1=NC2=NC=CC=C2C=C1C(=O)O (2-methoxy-1,8-naphthyridine-3-carboxylic acid). Reaction SMILES: [CH3:1][O:2][C:3]1[C:12]([C:13]([O:15]C)=[O:14])=[CH:11][C:10]2[C:5](=[N:6][CH:7]=[CH:8][CH:9]=2)[N:4]=1.[OH-].[Na+]>CO>[CH3:1][O:2][C:3]1[C:12]([C:13]([OH:15])=[O:14])=[CH:11][C:10]2[C:5](=[N:6][CH:7]=[CH:8][CH:9]=2)[N:4]=1 |f:1.2|. Procedure: Methyl 2-methoxy-1,8-naphthyridine-3-carboxylate (87.0 mg, 0.40 mmol) was dissolved in MeOH. NaOH (1.2 ml, 1M aqueous solution) was added to the solution and the mixture stirred at room temperature for 18 h. The organic solvent was removed under reduced pressure. The remaining aqueous residue was treated with HCl (1M aqueous solution) until slightly acidic and the product extracted with EtOAc. The combined organic phases were dried over MgSO4, filtered and concentrated yielding 2-methoxy-1,8-nap...